This data is from the Open Reaction Database (ORD), a public repository of structured organic reaction records. The task is: describe an organic reaction: reactants, conditions, products, and yield The reactants are OC=1C=C(C=CC1N)C1=CC(=C(C=C1)N)O (3,3'-dihydroxy-4,4'-diaminobiphenyl), NC1=CC=C(C=C1)C1=CC=C(C=C1)N (4.4'- diaminobiphenyl), NC=1C=C(C(=O)O)C=CC1N (3,4-diaminobenzoic acid), NC=1C=C(C(C(=O)O)=CC1N)C(=O)O (4,5-diaminophthalic acid). Procedure details: One proceeds in accordance with Example 1, where in place of 3,4-diaminobenzoic acid, 4,5-diaminophthalic acid is used, and in place of 3,3'-dihydroxy-4,4'-diaminobiphenyl, 4.4'- diaminobiphenyl is used. Via tetracarboxylic acid, or the corresponding acid chloride, as an intermediate stage, a copolymer with phenylquinoxaline units and o-carboxyamide groupings (-CO-NH-) is thereby obtained. When annealed to approximately 400° C., they cyclize into imide structures. Reaction SMILES: [NH2:1][C:2]1[CH:3]=[C:4]([CH:8]=[CH:9][C:10]=1[NH2:11])C(O)=O.NC1C=C(C(O)=O)C(=CC=1N)C(O)=O.O[C:27]1[CH:28]=[C:29]([C:34]2C=CC(N)=C(O)[CH:35]=2)[CH:30]=[CH:31][C:32]=1N.NC1C=CC(C2C=CC(N)=CC=2)=CC=1>>[C:29]1([C:34]2[CH:35]=[N:1][C:2]3[C:10](=[CH:9][CH:8]=[CH:4][CH:3]=3)[N:11]=2)[CH:30]=[CH:31][CH:32]=[CH:27][CH:28]=1. The product is C1(=CC=CC=C1)C1=NC2=CC=CC=C2N=C1 (phenylquinoxaline), o-carboxyamide. The reactants are CC1=C(OCC(=O)NN)C(=CC(=C1)C)C1=CC=NC=C1 (2-(2,4-dimethyl-6-(pyridin-4-yl)phenoxy)acetohydrazide), CC1=C(OCC(=O)[O-])C(=CC(=C1)C)C1=CC=NC=C1 (2-(2,4-dimethyl-6-(pyridin-4-yl)phenoxy)acetate), O.NN (Hydrazine monohydrate). Run in CCO (EtOH). Conditions: temperature 100 celsius, time 16 hour. Product: CC1=C(OCC(=O)NN)C(=CC(=C1)C)C=1C=NC=CC1 (2-(2,4-dimethyl-6-(pyridin-3-yl)phenoxy)acetohydrazide). Yield: 100.0%. Reaction SMILES: [CH3:1][C:2]1[CH:13]=[C:12]([CH3:14])[CH:11]=[C:10]([C:15]2[CH:20]=[CH:19]N=C[CH:16]=2)[C:3]=1[O:4][CH2:5][C:6]([NH:8][NH2:9])=[O:7].CC1C=C(C)C=C(C2C=C[N:37]=[CH:36]C=2)C=1OCC([O-])=O.O.NN>CCO>[CH3:1][C:2]1[CH:13]=[C:12]([CH3:14])[CH:11]=[C:10]([C:15]2[CH:16]=[N:37][CH:36]=[CH:19][CH:20]=2)[C:3]=1[O:4][CH2:5][C:6]([NH:8][NH2:9])=[O:7] |f:2.3|. Procedure details: Synthesis of 2-(2,4-dimethyl-6-(pyridin-4-yl)phenoxy)acetohydrazide: 2-(2,4-dimethyl-6-(pyridin-4-yl)phenoxy)acetate (0.1 g, 0.37 mmol) was dissolved in EtOH. Hydrazine monohydrate (0.13 g, 2.63 mmol) was added thereto, followed by stirring at 100° C. for 16 hours under reflux. After the completion of the reaction, the reaction mixture was concentrated under reduced pressure, and purified by column chromatography to obtain 2-(2,4-dimethyl-6-(pyridin-3-yl)phenoxy)acetohydrazide (0.1 g, 100%). Reactants: C1(=CC=CC=C1)C (Toluene), O.C1(=CC=C(C=C1)S(=O)(=O)O)C (p-toluenesulfonic acid monohydrate), C(C)OC1=C(C(=C(C=C1)C1(CCC(CC1)C1CC(CC1)CCC)O)F)F (1-(4-ethoxy-2,3-difluorophenyl)-4-(3-propylcyclopentyl)cyclohexanol). Run in O (water). Yields the product C(C)OC1=C(C(=C(C=C1)C1=CCC(CC1)C1CC(CC1)CCC)F)F (1-ethoxy-2,3-difluoro-4-(4-(3-propylcyclopentyl)cyclohex-1-enyl)benzene). The yield is 82.0%. Reaction SMILES: C1(C)C=CC=CC=1.O.C1(C)C=CC(S(O)(=O)=O)=CC=1.[CH2:20]([O:22][C:23]1[CH:28]=[CH:27][C:26]([C:29]2(O)[CH2:34][CH2:33][CH:32]([CH:35]3[CH2:39][CH2:38][CH:37]([CH2:40][CH2:41][CH3:42])[CH2:36]3)[CH2:31][CH2:30]2)=[C:25]([F:44])[C:24]=1[F:45])[CH3:21]>O>[CH2:20]([O:22][C:23]1[CH:28]=[CH:27][C:26]([C:29]2[CH2:34][CH2:33][CH:32]([CH:35]3[CH2:39][CH2:38][CH:37]([CH2:40][CH2:41][CH3:42])[CH2:36]3)[CH2:31][CH:30]=2)=[C:25]([F:44])[C:24]=1[F:45])[CH3:21] |f:1.2|. Reported procedure: Toluene (50 ml) and p-toluenesulfonic acid monohydrate (0.15 g) were added to 1-(4-ethoxy-2,3-difluorophenyl)-4-(3-propylcyclopentyl)cyclohexanol (5.0 g) obtained in the first step, in a reaction vessel equipped with a Dean-Stark apparatus under an atmosphere of nitrogen. The mixture was refluxed for 1.5 hour, while forming water was removed with a Dean-Stark apparatus. After the mixture had been cooled to room temperature, the reaction solution was washed with water and dried over anhydrous mag... Reactants: CCOC(C)=O, Cc1cnc(N2CCC(C3CC3CCO)CC2)nc1, [Cl-], Cc1nc(Cl)cc(C#N)n1, [H-], [NH4+], [Na+], CN(C)C=O, O. The product is Cc1cnc(N2CCC(C3CC3CCOc3cc(C#N)nc(C)n3)CC2)nc1. Reaction SMILES: [CH3:39][CH2:40][O:41][C:42]([CH3:43])=[O:44].[CH3:3][c:4]1[cH:5][n:6][c:7]([N:10]2[CH2:11][CH2:12][CH:13]([CH:16]3[CH:17]([CH2:19][CH2:20][OH:21])[CH2:18]3)[CH2:14][CH2:15]2)[n:8][cH:9]1.[Cl-:32].[Cl:22][c:23]1[cH:24][c:25]([C:30]#[N:31])[n:26][c:27]([CH3:29])[n:28]1.[H-:2].[NH4+:33].[Na+:1].[O:34]=[CH:35][N:36]([CH3:37])[CH3:38].[OH2:45]>>[CH3:3][c:4]1[cH:5][n:6][c:7]([N:10]2[CH2:11][CH2:12][CH:13]([CH:16]3[CH:17]([CH2:19][CH2:20][O:21][c:23]4[cH:24][c:25]([C:30]#[N:31])[n:26][c:27]([CH3:29])[n:28]4)[CH2:18]3)[CH2:14][CH2:15]2)[n:8][cH:9]1. Reactants: ClC(Cl)(Cl)Cl, Cl, N#Cc1cc(C(F)(F)F)ccc1N. Product: N#Cc1cc(C(F)(F)F)cc(Cl)c1N. RXN SMILES: [C:15]([Cl:16])([Cl:17])([Cl:18])[Cl:19].[Cl:1].[NH2:2][c:3]1[c:4]([C:13]#[N:14])[cH:5][c:6]([C:9]([F:10])([F:11])[F:12])[cH:7][cH:8]1>>[NH2:2][c:3]1[c:4]([C:13]#[N:14])[cH:5][c:6]([C:9]([F:10])([F:11])[F:12])[cH:7][c:8]1[Cl:16]. Starting materials: C(CC1=CC=CC=C1)N1C2=NC=NC(=C2N=C1C(=O)OC)N (N9-phenethyl-8-methoxycarbonyladenine), [H-].[Al+3].[Li+].[H-].[H-].[H-] (lithium aluminum hydride). The solvent is O1CCCC1 (tetrahydrofuran). Yields the product C(CC1=CC=CC=C1)N1C2=NC=NC(=C2N=C1CO)N (N9-phenethyl-8-hydroxymethyl-adenine). As a reaction SMILES: [CH2:1]([N:9]1[C:17]([C:18](OC)=[O:19])=[N:16][C:15]2[C:10]1=[N:11][CH:12]=[N:13][C:14]=2[NH2:22])[CH2:2][C:3]1[CH:8]=[CH:7][CH:6]=[CH:5][CH:4]=1.[H-].[Al+3].[Li+].[H-].[H-].[H-]>O1CCCC1>[CH2:1]([N:9]1[C:17]([CH2:18][OH:19])=[N:16][C:15]2[C:10]1=[N:11][CH:12]=[N:13][C:14]=2[NH2:22])[CH2:2][C:3]1[CH:4]=[CH:5][CH:6]=[CH:7][CH:8]=1 |f:1.2.3.4.5.6|. Procedure details: A solution of N9-phenethyl-8-methoxycarbonyladenine (1 mmol) in tetrahydrofuran was treated with lithium aluminum hydride (1 mmol) at 0° C. for 1 h. Extraction and chromatography gave N9-phenethyl-8-hydroxymethyl-adenine as a white solid. TLC: Rf=0.31, 10% MeOH—CH2Cl2.